Dataset: the Open Reaction Database (ORD), a public repository of structured organic reaction records. Task: describe an organic reaction: reactants, conditions, products, and yield Starting materials: CC1=NN=C2N1C=C(C=C2C)[N+](=O)[O-] (3,8-dimethyl-6-nitro-[1,2,4]triazolo[4,3-a]pyridine), [H][H] (hydrogen). Reagents/catalysts: [Pd] (Pd/C), [Pd] (Pd/C). Solvent: CO (MeOH). The product is CC1=NN=C2N1C=C(C=C2C)N (3,8-dimethyl-[1,2,4]triazolo[4,3-a]pyridin-6-amine). As a reaction SMILES: [CH3:1][C:2]1[N:6]2[CH:7]=[C:8]([N+:12]([O-])=O)[CH:9]=[C:10]([CH3:11])[C:5]2=[N:4][N:3]=1.[H][H]>CO.[Pd]>[CH3:1][C:2]1[N:6]2[CH:7]=[C:8]([NH2:12])[CH:9]=[C:10]([CH3:11])[C:5]2=[N:4][N:3]=1. Procedure details: A suspension of 3,8-dimethyl-6-nitro-[1,2,4]triazolo[4,3-a]pyridine (Step 67.3) (14.1 g, 71.9 mmol) and 10% Pd/C (2.75 g, 25.9 mmol) in MeOH (300 mL) was shaken for 5 h under 4 bar hydrogen atmosphere at RT. Further 10% Pd/C was added and the reaction mixture was shaken another 1 hh under hydrogen atmosphere. The mixture was filtered through Celite. The pad of Celite was washed with MeOH and the resulting filtrate was concentrated under reduced pressure. The crude product was purified by silica ... Reactants: FC=1C=C(C=CC1F)NC=1C=CC2=C(C(OC(N2C)=O)(CC)CC)C1 (6-[(3,4-difluorophenyl)amino]-4,4-diethyl-1-methyl-1,4-dihydro-2H-3,1-benzoxazin-2-one), COC=1C=CC(=CC1)P2(=S)SP(=S)(S2)C=3C=CC(=CC3)OC (Lawesson's reagent). Procedure: To a stirred solution of 6-[(3,4-difluorophenyl)amino]-4,4-diethyl-1-methyl-1,4-dihydro-2H-3,1-benzoxazin-2-one (0.10 g, 0.29 mmol) in toluene (5 mL) was added Lawesson's reagent (0.09 g, 0.23 mmol). The reaction mixture was heated to reflux overnight and partitioned between ammonium chloride solution (sat.) and ethyl acetate. The organic layer was dried over magnesium sulfate and concentrated. Flash silica gel column separation using 20% ethyl acetate/hexane followed by trituration with ether g... The solvent is C1(=CC=CC=C1)C (toluene). Reaction SMILES: [F:1][C:2]1[CH:3]=[C:4]([NH:9][C:10]2[CH:11]=[CH:12][C:13]3[N:18]([CH3:19])[C:17](=O)[O:16][C:15]([CH2:23][CH3:24])([CH2:21][CH3:22])[C:14]=3[CH:25]=2)[CH:5]=[CH:6][C:7]=1[F:8].COC1C=CC(P2(SP(C3C=CC(OC)=CC=3)(=S)S2)=[S:35])=CC=1>C1(C)C=CC=CC=1>[F:1][C:2]1[CH:3]=[C:4]([NH:9][C:10]2[CH:11]=[CH:12][C:13]3[N:18]([CH3:19])[C:17](=[S:35])[O:16][C:15]([CH2:23][CH3:24])([CH2:21][CH3:22])[C:14]=3[CH:25]=2)[CH:5]=[CH:6][C:7]=1[F:8]. Yield: 36.0%. Product: FC=1C=C(C=CC1F)NC=1C=CC2=C(C(OC(N2C)=S)(CC)CC)C1 (6-[(3,4-difluorophenyl)amino]-4,4-diethyl-1-methyl-1,4-dihydro-2H-3,1-benzoxazine-2-thione). The reactants are CC(C)(C)[O-], CN(C)C=O, COC(=O)CC(=O)CCl, [K+], Sc1nc[nH]n1. Product: COC(=O)CC(=O)CSc1nc[nH]n1. RXN SMILES: [CH3:1][C:2]([CH3:3])([O-:4])[CH3:5].[CH3:22][N:23]([CH3:24])[CH:25]=[O:26].[Cl:13][CH2:14][C:15]([CH2:16][C:17](=[O:18])[O:19][CH3:20])=[O:21].[K+:6].[nH:7]1[n:8][c:9]([SH:12])[n:10][cH:11]1>>[nH:7]1[n:8][c:9]([S:12][CH2:14][C:15]([CH2:16][C:17](=[O:18])[O:19][CH3:20])=[O:21])[n:10][cH:11]1. Starting materials: COCCOCCN(CCOCCOC)CCOCCOC, FC(F)c1nc2ccccc2n1-c1nc(Cl)nc(N2CCOCC2)n1, [Na+], C1COCCO1, [OH-], O, Oc1ccccc1. The product is FC(F)c1nc2ccccc2n1-c1nc(Oc2ccccc2)nc(N2CCOCC2)n1. As a reaction SMILES: [CH3:35][O:36][CH2:37][CH2:38][O:39][CH2:40][CH2:41][N:42]([CH2:43][CH2:44][O:45][CH2:46][CH2:47][O:48][CH3:49])[CH2:50][CH2:51][O:52][CH2:53][CH2:54][O:55][CH3:56].[Cl:10][c:11]1[n:12][c:13](-[n:23]2[c:24]([CH:32]([F:33])[F:34])[n:25][c:26]3[c:27]2[cH:28][cH:29][cH:30][cH:31]3)[n:14][c:15]([N:17]2[CH2:18][CH2:19][O:20][CH2:21][CH2:22]2)[n:16]1.[Na+:9].[O:58]1[CH2:59][CH2:60][O:61][CH2:62][CH2:63]1.[OH-:8].[OH2:57].[OH:1][c:2]1[cH:3][cH:4][cH:5][cH:6][cH:7]1>>[O:1]([c:2]1[cH:3][cH:4][cH:5][cH:6][cH:7]1)[c:11]1[n:12][c:13](-[n:23]2[c:24]([CH:32]([F:33])[F:34])[n:25][c:26]3[c:27]2[cH:28][cH:29][cH:30][cH:31]3)[n:14][c:15]([N:17]2[CH2:18][CH2:19][O:20][CH2:21][CH2:22]2)[n:16]1. RXN SMILES: [H-].[Na+].[O:3]=[C:4]1[C:8]2([CH2:13][CH2:12][N:11]([C:14]([O:16][CH2:17][C:18]3[CH:23]=[CH:22][CH:21]=[CH:20][CH:19]=3)=[O:15])[CH2:10][CH2:9]2)[N:7]([C:24]2[CH:29]=[CH:28][CH:27]=[CH:26][CH:25]=2)[CH2:6][NH:5]1.Br[CH2:31][C:32]1[CH:44]=[CH:43][C:35]([C:36]([O:38][C:39]([CH3:42])([CH3:41])[CH3:40])=[O:37])=[CH:34][CH:33]=1>CN(C)C=O>[C:39]([O:38][C:36]([C:35]1[CH:43]=[CH:44][C:32]([CH2:31][N:5]2[C:4](=[O:3])[C:8]3([CH2:9][CH2:10][N:11]([C:14]([O:16][CH2:17][C:18]4[CH:19]=[CH:20][CH:21]=[CH:22][CH:23]=4)=[O:15])[CH2:12][CH2:13]3)[N:7]([C:24]3[CH:29]=[CH:28][CH:27]=[CH:26][CH:25]=3)[CH2:6]2)=[CH:33][CH:34]=1)=[O:37])([CH3:42])([CH3:40])[CH3:41] |f:0.1|. Reactants: [H-].[Na+] (Sodium hydride), O=C1NCN(C12CCN(CC2)C(=O)OCC2=CC=CC=C2)C2=CC=CC=C2 (benzyl 4-oxo-1-phenyl-1,3,8-triazaspiro[4.5]decane-8-carboxylate), BrCC1=CC=C(C(=O)OC(C)(C)C)C=C1 (tert-Butyl 4-(bromomethyl)benzoate). The yield is 82.1%. Procedure: Sodium hydride (60% dispersion in oil, 0.46 g, 0.0114 mol) was added portionwise at 0° C. to benzyl 4-oxo-1-phenyl-1,3,8-triazaspiro[4.5]decane-8-carboxylate (4.00 g, 0.0109 mol) in N,N-dimethylformamide (40 mL) and the mixture stirred at 0° C. for 10 minutes. tert-Butyl 4-(bromomethyl)benzoate (3.27 g, 0.0120 mol) was added dropwise at 0° C., the mixture then allowed to warm to room temperature, and stirred for 2 hours. The reaction was quenched with 2M aqueous hydrochloric acid and extracted w... Run in CN(C=O)C (N,N-dimethylformamide). Product: C(C)(C)(C)OC(=O)C1=CC=C(CN2CN(C3(C2=O)CCN(CC3)C(=O)OCC3=CC=CC=C3)C3=CC=CC=C3)C=C1 (benzyl 3-(4-(tert-butoxycarbonyl)benzyl)-4-oxo-1-phenyl-1,3,8-triazaspiro[4.5]decane-8-carboxylate). Reaction conditions: temperature 0 celsius, time 10 minute. Run in C1(=CC=CC=C1)C (toluene). Starting materials: Br[C@@H](C(=O)O)CC1=CC=CC=C1 ((2R)-2-bromo-3-phenylpropionic acid), CN(CCN(C)C)C (tetramethylethylene-diamine). Procedure: 5 g of (2R)-2-bromo-3-phenylpropionic acid (HPLC: 92.5%) were dissolved in 20 ml of toluene and treated at room temperature with 1.39 g of tetramethylethylene-diamine. After a stirring time of about 150 minutes, no precipitation of the product was to be observed. An HPLC analysis of the solution showed that the (2R)-2-bromo-3-phenylpropionic acid had reacted completely to give cinnamic acid. Reaction SMILES: Br[C@H:2]([CH2:6][C:7]1[CH:12]=[CH:11][CH:10]=[CH:9][CH:8]=1)[C:3]([OH:5])=[O:4].CN(C)CCN(C)C>C1(C)C=CC=CC=1>[C:3]([OH:5])(=[O:4])[CH:2]=[CH:6][C:7]1[CH:8]=[CH:9][CH:10]=[CH:11][CH:12]=1. Product: C(C=CC1=CC=CC=C1)(=O)O (cinnamic acid).